This data is from the Open Reaction Database (ORD), a public repository of structured organic reaction records. The task is: describe an organic reaction: reactants, conditions, products, and yield The reactants are CC(=O)C1CCC1 (cyclobutyl methyl ketone), C[O-].[Na+] (sodium methoxide), C(C(=O)OC)(=O)OC (dimethyl oxalate). Run in CO (MeOH). Conditions: time 5 minute. The product is COC(C(CC(=O)C1CCC1)=O)=O (4-Cyclobutyl-2,4-dioxo-butyric acid methyl ester). Isolated yield 53.2%. Reaction SMILES: [CH3:1][C:2]([CH:4]1[CH2:7][CH2:6][CH2:5]1)=[O:3].C[O-].[Na+].[C:11](OC)(=[O:16])[C:12]([O:14][CH3:15])=[O:13]>CO>[CH3:15][O:14][C:12](=[O:13])[C:11](=[O:16])[CH2:1][C:2]([CH:4]1[CH2:7][CH2:6][CH2:5]1)=[O:3] |f:1.2|. Procedure: To a solution of cyclobutyl methyl ketone (4 g, 40.8 mmol) in MeOH (60 mL) was added sodium methoxide (3.3 g, 61.2 mmol) at rt. After a 5 min stirring, dimethyl oxalate (4.8 g, 40.8 mmol) was added. The reaction mixture was stirred for 3 h at rt and concentrated. The residue was taked up in diluted HCl and extracted with EtOAc. The organic layers were concentrated. The residue was purified by silica gel column chromatography (hexane/EtOAc, 9:1) to provide 4 g of the title compound. Rf=0.46 (hexa... Reactants: CC(C)(C)[Si](C)(C)OCc1cn(COCC[Si](C)(C)C)cn1, C1CCOC1, [Li]CCCC, CN(C)C=O. Yields the product CC(C)(C)[Si](C)(C)OCc1cn(COCC[Si](C)(C)C)c(C=O)n1. RXN SMILES: [C:1]([CH3:2])([CH3:3])([CH3:4])[Si:5]([O:6][CH2:7][c:8]1[n:9][cH:10][n:11]([CH2:13][O:14][CH2:15][CH2:16][Si:17]([CH3:18])([CH3:19])[CH3:20])[cH:12]1)([CH3:21])[CH3:22].[CH2:33]1[O:34][CH2:35][CH2:36][CH2:37]1.[CH3:23][CH2:24][CH2:25][CH2:26][Li:27].[O:28]=[CH:29][N:30]([CH3:31])[CH3:32]>>[C:1]([CH3:2])([CH3:3])([CH3:4])[Si:5]([O:6][CH2:7][c:8]1[n:9][c:10]([CH:29]=[O:28])[n:11]([CH2:13][O:14][CH2:15][CH2:16][Si:17]([CH3:18])([CH3:19])[CH3:20])[cH:12]1)([CH3:21])[CH3:22]. Starting materials: 3.5h, NCC1=NN=NN1 (5-aminomethyl-tetrazol), C1=C(C=CC2=CC=CC=C12)S(=O)(=O)N1[C@@H](C[C@H](C1)SC(C1=CC=CC=C1)(C1=CC=CC=C1)C1=CC=CC=C1)C(=O)O ((2S,4R)-1-(Naphthalene-2-sulfonyl)-4-tritylsulfanyl-pyrrolidine-2-carboxylic acid), ON1C(C=CC=C1)=O (N-hydroxy-2-pyridone), CCN=C=NCCCN(C)C (EDCI). Solvent: CN(C)C=O (DMF), C(Cl)Cl (CH2Cl2). The product is N1N=NN=C1CNC(=O)[C@H]1N(C[C@@H](C1)SC(C1=CC=CC=C1)(C1=CC=CC=C1)C1=CC=CC=C1)S(=O)(=O)C1=CC2=CC=CC=C2C=C1 ((2S,4R)-1-(Naphthalene-2-sulfonyl)-4-tritylsulfanyl-pyrrolidine-2-carboxylic acid (1H-tetrazol-5-ylmethyl)-amide). The yield is 44.5%. RXN SMILES: [CH:1]1[C:10]2[C:5](=[CH:6][CH:7]=[CH:8][CH:9]=2)[CH:4]=[CH:3][C:2]=1[S:11]([N:14]1[CH2:18][C@H:17]([S:19][C:20]([C:33]2[CH:38]=[CH:37][CH:36]=[CH:35][CH:34]=2)([C:27]2[CH:32]=[CH:31][CH:30]=[CH:29][CH:28]=2)[C:21]2[CH:26]=[CH:25][CH:24]=[CH:23][CH:22]=2)[CH2:16][C@H:15]1[C:39](O)=[O:40])(=[O:13])=[O:12].ON1C=CC=CC1=O.CCN=C=NCCCN(C)C.[NH2:61][CH2:62][C:63]1[NH:67][N:66]=[N:65][N:64]=1>C(Cl)Cl.CN(C=O)C>[NH:64]1[C:63]([CH2:62][NH:61][C:39]([C@@H:15]2[CH2:16][C@@H:17]([S:19][C:20]([C:33]3[CH:38]=[CH:37][CH:36]=[CH:35][CH:34]=3)([C:21]3[CH:22]=[CH:23][CH:24]=[CH:25][CH:26]=3)[C:27]3[CH:32]=[CH:31][CH:30]=[CH:29][CH:28]=3)[CH2:18][N:14]2[S:11]([C:2]2[CH:3]=[CH:4][C:5]3[C:10](=[CH:9][CH:8]=[CH:7][CH:6]=3)[CH:1]=2)(=[O:12])=[O:13])=[O:40])=[N:67][N:66]=[N:65]1. Procedure: A solution of 200 mg (0.34 mmol) (2S,4R)-1-(Naphthalene-2-sulfonyl)-4-tritylsulfanyl-pyrrolidine-2-carboxylic acid and 42 mg (0.38 mmol) N-hydroxy-2-pyridone in 15 ml CH2Cl2 were treated at 0° C. with 72 mg (0.38 mmol) of EDCI. After 3.5h at RT, it was cooled (0° C.) and treated with 37 mg (0.38 mmol) of 5-aminomethyl-tetrazol. The reaction was stirred over night at RT, 2 ml DMF were added and after 4 h at RT the reaction was extracted with EtOAc/aqueous saturated NaHCO3. The organic phase was w... Reactants: ClC1=CC=C(C=C1)C1=NC=2C(=NC=CC2)N1 (2-(4-chlorophenyl)-3H-imidazo[4,5-b]pyridine), [H-].[Na+] (sodium hydride), ClCC(=O)N (Chloroacetamide). The solvent is O (water), hexanes. Conditions: time 8 hour. Yields the product ClC1=CC=C(C=C1)C=1N(C=2C(=NC=CC2)N1)CC(=O)N (2-(4-Chlorophenyl)-1H-imidazo[4,5-b]pyridine-1-acetamide). Isolated yield 86.0%. Reaction SMILES: [H-].[Na+].[Cl:3][C:4]1[CH:9]=[CH:8][C:7]([C:10]2[NH:18][C:13]3=[N:14][CH:15]=[CH:16][CH:17]=[C:12]3[N:11]=2)=[CH:6][CH:5]=1.Cl[CH2:20][C:21]([NH2:23])=[O:22]>O>[Cl:3][C:4]1[CH:9]=[CH:8][C:7]([C:10]2[N:11]([CH2:20][C:21]([NH2:23])=[O:22])[C:12]3[C:13]([N:18]=2)=[N:14][CH:15]=[CH:16][CH:17]=3)=[CH:6][CH:5]=1 |f:0.1|. Procedure details: Under nitrogen flow, sodium hydride (0.96 g, 0.0234 mole, 60% in oil) was washed with hexanes (~70 ml) and decanted. Dimethylformamide was added (100 ml) and the 2-(4-chlorophenyl)-3H-imidazo[4,5-b]pyridine (5.0 g, 0.022 mole) was added in portions. The reaction mixture was heated at 70°-85° C. for 11/2 hours. Chloroacetamide (2.06 g, 0.022 mole) was added and the reaction mixture was stirred overnight at room temperature. The reaction mixture was added to water (~600 ml) and the precipitate was... Starting materials: BrCCCCCCCCOC1=CC=C(C(=O)C2=CC=C(C=C2)OCCCCCCCCBr)C=C1 (4,4′-bis(8-bromooctyloxy)benzophenone). Reagents/catalysts: Cl[Ti](Cl)(Cl)Cl (TiCl4), [Zn] (Zn). Solvent: C1CCOC1 (THF). Yields the product BrCCCCCCCCOC1=CC=C(C=C1)C(=C(C1=CC=C(C=C1)OCCCCCCCCBr)C1=CC=C(C=C1)OCCCCCCCCBr)C1=CC=C(C=C1)OCCCCCCCCBr (1,1,2,2-tetrakis[4-(8-bromooctyloxy)phenyl]-ethene). Isolated yield 62.0%. Reaction SMILES: [Br:1][CH2:2][CH2:3][CH2:4][CH2:5][CH2:6][CH2:7][CH2:8][CH2:9][O:10][C:11]1[CH:34]=[CH:33][C:14]([C:15]([C:17]2[CH:22]=[CH:21][C:20]([O:23][CH2:24][CH2:25][CH2:26][CH2:27][CH2:28][CH2:29][CH2:30][CH2:31][Br:32])=[CH:19][CH:18]=2)=O)=[CH:13][CH:12]=1>C1COCC1.Cl[Ti](Cl)(Cl)Cl.[Zn]>[Br:1][CH2:2][CH2:3][CH2:4][CH2:5][CH2:6][CH2:7][CH2:8][CH2:9][O:10][C:11]1[CH:34]=[CH:33][C:14]([C:15]([C:17]2[CH:22]=[CH:21][C:20]([O:23][CH2:24][CH2:25][CH2:26][CH2:27][CH2:28][CH2:29][CH2:30][CH2:31][Br:32])=[CH:19][CH:18]=2)=[C:15]([C:14]2[CH:33]=[CH:34][C:11]([O:10][CH2:9][CH2:8][CH2:7][CH2:6][CH2:5][CH2:4][CH2:3][CH2:2][Br:1])=[CH:12][CH:13]=2)[C:17]2[CH:18]=[CH:19][C:20]([O:23][CH2:24][CH2:25][CH2:26][CH2:27][CH2:28][CH2:29][CH2:30][CH2:31][Br:32])=[CH:21][CH:22]=2)=[CH:13][CH:12]=1. Procedure: In a suspension of 4,4′-bis(8-bromooctyloxy)benzophenone (1.0 g, 1.7 mmol) in 50 mL of THF were added TiCl4 (0.19 mL, 1.7 mmol) and Zn dust (0.22 g, 3.4 mmol). After refluxing for 20 h, the reaction mixture was cooled to room temperature and filtered. The solvent was evaporated under vacuum and the crude product was purified by a silica gel column using a chloroform/hexane (1:1 v/v) mixture as eluent. 1,1,2,2-tetrakis[4-(8-bromooctyloxy)phenyl]-ethene was obtained as yellow viscous liquid in 62%... Reactants: COC=1C=C2CCNCC2=CC1OC (6,7-dimethoxy-1,2,3,4-tetrahydroisoquinoline), COC(C1=CN=C(C=C1)Cl)=O (methyl-6-chloronicotinate), COC=1C=C2CCNCC2=CC1OC (6,7-dimethoxy-1,2,3,4-tetrahydroisoquinoline), C([O-])([O-])=O.[K+].[K+] (potassium carbonate). The solvent is O1CCOCC1 (dioxane). Run at temperature 100 celsius, time 5 hour. Product: COC=1C=C2CCN(CC2=CC1OC)C1=NC=C(C(=O)OC)C=C1 (methyl 6-(6,7-dimethoxy-3,4-dihydroisoquinolin-2(1H)-yl)nicotinate). The yield is 55.3%. Reaction SMILES: [CH3:1][O:2][C:3](=[O:11])[C:4]1[CH:9]=[CH:8][C:7](Cl)=[N:6][CH:5]=1.[CH3:12][O:13][C:14]1[CH:15]=[C:16]2[C:21](=[CH:22][C:23]=1[O:24][CH3:25])[CH2:20][NH:19][CH2:18][CH2:17]2.C(=O)([O-])[O-].[K+].[K+]>O1CCOCC1>[CH3:12][O:13][C:14]1[CH:15]=[C:16]2[C:21](=[CH:22][C:23]=1[O:24][CH3:25])[CH2:20][N:19]([C:7]1[CH:8]=[CH:9][C:4]([C:3]([O:2][CH3:1])=[O:11])=[CH:5][N:6]=1)[CH2:18][CH2:17]2 |f:2.3.4|. Procedure: A mixture of methyl-6-chloronicotinate (170 mg), 6,7-dimethoxy-1,2,3,4-tetrahydroisoquinoline (205 mg), potassium carbonate (150 mg) and dioxane (5 mL) was heated in a 100° C. oil bath overnight. An additional aliquote of 6,7-dimethoxy-1,2,3,4-tetrahydroisoquinoline (100 mg) was added and heating was continued for five hours. The reaction was partitioned between water and EtOAc. The organics were washed with water, dried, and the solvent evaporated. The residue was purified by flash chromatograp... The reactants are C1(CC1)C[C@@H](C(=O)NC1C(N(C2=C(C(=N1)C1=NC=CC=C1)C=CC=C2)C)=O)[C@H](CCCC)O ((±)-3-(2-(R)-Cyclopropylmethyl-3-(S)-hydroxyl-1-oxoheptyl)amino-1-methyl-5-(pyridin-2-yl)-2,3-dihydro-1H-1,4-benzodiazepin-2-one), NC1C(N(C2=C(C(=N1)C1=NC=CC=C1)C=CC=C2)C)=O (3-amino-1-methyl-5-(pyridin-2-yl)-2,3-dihydro-1H-1,4-benzodiazepine-2-one). Yields the product O=C([C@@H](CCCCC)CC1CC1)NC1C(N(C2=C(C(=N1)C1=NC=CC=C1)C=CC=C2)C)=O (3-[1-oxo-2-(S)-cyclopropylmethyl-heptyl]amino-1-methyl-5-(pyridin-2-yl)-2,3-dihydro-1H-1,4-benzodiazepine-2-one). RXN SMILES: [CH:1]1([CH2:4][C@H:5]([C@@H:28](O)[CH2:29][CH2:30][CH2:31][CH3:32])[C:6]([NH:8][CH:9]2[N:15]=[C:14]([C:16]3[CH:21]=[CH:20][CH:19]=[CH:18][N:17]=3)[C:13]3[CH:22]=[CH:23][CH:24]=[CH:25][C:12]=3[N:11]([CH3:26])[C:10]2=[O:27])=[O:7])[CH2:3][CH2:2]1.NC1N=C(C2C=CC=CN=2)C2C=CC=CC=2N(C)C1=O>>[O:7]=[C:6]([NH:8][CH:9]1[N:15]=[C:14]([C:16]2[CH:21]=[CH:20][CH:19]=[CH:18][N:17]=2)[C:13]2[CH:22]=[CH:23][CH:24]=[CH:25][C:12]=2[N:11]([CH3:26])[C:10]1=[O:27])[C@H:5]([CH2:4][CH:1]1[CH2:2][CH2:3]1)[CH2:28][CH2:29][CH2:30][CH2:31][CH3:32]. Procedure details: (±)-3-(2-(R)-Cyclopropylmethyl-3-(S)-hydroxyl-1-oxoheptyl)amino-1-methyl-5-(pyridin-2-yl)-2,3-dihydro-1H-1,4-benzodiazepin-2-one was made from 1 and 3-amino-1-methyl-5-(pyridin-2-yl)-2,3-dihydro-1H-1,4-benzodiazepine-2-one (G. Semple et al Synth. Commun. 1996, 26, 721) according to step 1 in Example 1. MS (ESI): 449 (M+H), 471 (M+Na), 447 (M−H). This diastereomeric mixture was submitted to chiral separation on a Chiralpak AD column with 10-15% i-propanol/hexane. The 2nd eluting peak was converte... Reactants: CC(C)C(=O)Nc1c[nH]c2ncc(Br)c(F)c12, CCCCO, CCN(C(C)C)C(C)C, CC(C)(C)OC(=O)NCC1CCNC1, O. Product: CC(C)C(=O)Nc1c[nH]c2ncc(Br)c(N3CCC(CNC(=O)OC(C)(C)C)C3)c12. RXN SMILES: [Br:15][c:16]1[c:17]([F:31])[c:18]2[c:19]([n:20][cH:21]1)[nH:22][cH:23][c:24]2[NH:25][C:26]([CH:27]([CH3:28])[CH3:29])=[O:30].[CH2:41]([OH:42])[CH2:43][CH2:44][CH3:45].[CH:32]([N:33]([CH2:34][CH3:35])[CH:36]([CH3:37])[CH3:38])([CH3:39])[CH3:40].[NH:1]1[CH2:2][CH:3]([CH2:6][NH:7][C:8]([O:9][C:10]([CH3:11])([CH3:12])[CH3:13])=[O:14])[CH2:4][CH2:5]1.[OH2:46]>>[N:1]1([c:17]2[c:16]([Br:15])[cH:21][n:20][c:19]3[c:18]2[c:24]([NH:25][C:26]([CH:27]([CH3:28])[CH3:29])=[O:30])[cH:23][nH:22]3)[CH2:2][CH:3]([CH2:6][NH:7][C:8]([O:9][C:10]([CH3:11])([CH3:12])[CH3:13])=[O:14])[CH2:4][CH2:5]1. Starting materials: C(=O)(O)[O-].[Na+] (NaHCO3), NC1=NC(=NC=C1C(=O)C1=C(C(=CC=C1OC)F)F)NC1CCN(CC1)S(=O)(=O)C ([4-amino-2-(1-methanesulfonyl-piperidin-4-ylamino)-pyrimidin-5-yl]-(2,3-difluoro-6-methoxy-phenyl)-methanone), ice water, [Cl-].[Al+3].[Cl-].[Cl-] (aluminum chloride). Run in C(Cl)Cl (methylene chloride). Reaction conditions: temperature 7 celsius, time 2.5 hour. Product: NC1=NC(=NC=C1C(=O)C1=C(C(=CC=C1O)F)F)NC1CCN(CC1)S(=O)(=O)C ([4-amino-2-(1-methanesulfonyl-piperidin-4-ylamino)-pyrimidin-5-yl]-(2,3-difluoro-6-hydroxy-phenyl)-methanone). Yield: 39.0%. As a reaction SMILES: [NH2:1][C:2]1[C:7]([C:8]([C:10]2[C:15]([O:16]C)=[CH:14][CH:13]=[C:12]([F:18])[C:11]=2[F:19])=[O:9])=[CH:6][N:5]=[C:4]([NH:20][CH:21]2[CH2:26][CH2:25][N:24]([S:27]([CH3:30])(=[O:29])=[O:28])[CH2:23][CH2:22]2)[N:3]=1.[Cl-].[Al+3].[Cl-].[Cl-].C([O-])(O)=O.[Na+]>C(Cl)Cl>[NH2:1][C:2]1[C:7]([C:8]([C:10]2[C:15]([OH:16])=[CH:14][CH:13]=[C:12]([F:18])[C:11]=2[F:19])=[O:9])=[CH:6][N:5]=[C:4]([NH:20][CH:21]2[CH2:22][CH2:23][N:24]([S:27]([CH3:30])(=[O:28])=[O:29])[CH2:25][CH2:26]2)[N:3]=1 |f:1.2.3.4,5.6|. Procedure details: A suspension of [4-amino-2-(1-methanesulfonyl-piperidin-4-ylamino)-pyrimidin-5-yl]-(2,3-difluoro-6-methoxy-phenyl)-methanone (200 mg, 0.45 mmol, Example 105) in methylene chloride (40 mL) was treated at 0–5° C. with aluminum chloride (620 mg, 4.7 mmol). The solution was stirred at ˜7° C. for 2.5 hours and treated with ice water (20 mL). The mixture was treated with 10% NaHCO3 (15 mL) and extracted with a mixture of tetrahydrofuran and methylene chloride (2×), dried (Na2SO4), and filtered. Remova...